Dataset: the Open Reaction Database (ORD), a public repository of structured organic reaction records. Task: describe an organic reaction: reactants, conditions, products, and yield Reactants: C=CC1C=C(COC(c2ccccc2)(c2ccccc2)c2ccccc2)C2OC(C)(C)OC12, CC(C)=O, CC1(C)OO1. Yields the product CC1(C)OC2C(COC(c3ccccc3)(c3ccccc3)c3ccccc3)=CC(C3CO3)C2O1. RXN SMILES: [CH3:1][C:2]1([CH3:33])[O:3][CH:4]2[CH:5]([O:6]1)[C:7]([CH2:12][O:13][C:14]([c:15]1[cH:16][cH:17][cH:18][cH:19][cH:20]1)([c:21]1[cH:22][cH:23][cH:24][cH:25][cH:26]1)[c:27]1[cH:28][cH:29][cH:30][cH:31][cH:32]1)=[CH:8][CH:9]2[CH:10]=[CH2:11].[CH3:34][C:35]([CH3:36])=[O:37].[CH3:38][C:39]1([CH3:40])[O:41][O:42]1>>[CH3:1][C:2]1([CH3:33])[O:3][CH:4]2[CH:5]([O:6]1)[C:7]([CH2:12][O:13][C:14]([c:15]1[cH:16][cH:17][cH:18][cH:19][cH:20]1)([c:21]1[cH:22][cH:23][cH:24][cH:25][cH:26]1)[c:27]1[cH:28][cH:29][cH:30][cH:31][cH:32]1)=[CH:8][CH:9]2[CH:10]1[CH2:11][O:37]1. Starting materials: FC(CN1CCC2=C(CC1)C=C(C(=C2)OC)N)(C)F (3-(2,2-Difluoro-propyl)-8-methoxy-2,3,4,5-tetrahydro-1H-benzo[d]azepin-7-ylamine), ClC1=NC=C(C(=N1)N[C@H]1[C@H]([C@@H]2C=C[C@H]1C2)C(=O)N)Cl ((1S,2S,3R,4R)-3-(2,5-Dichloro-pyrimidin-4-ylamino)-bicyclo[2.2.1]hept-5-ene-2-carboxylic acid amide). Product: ClC=1C(=NC(=NC1)NC1=CC2=C(CCN(CC2)CC(C)(F)F)C=C1OC)N[C@H]1[C@H]([C@@H]2C=C[C@H]1C2)C(=O)N ((1S,2S,3R,4R)-3-{5-Chloro-2-[3-(2,2-difluoro-propyl)-8-methoxy-2,3,4,5-tetrahydro-1H-benzo[d]azepin-7-ylamino]-pyrimidin-4-ylamino}-bicyclo[2.2.1]hept-5-ene-2-carboxylic acid amide), solid. The yield is 67.0%. Reaction SMILES: [F:1][C:2]([F:19])([CH3:18])[CH2:3][N:4]1[CH2:10][CH2:9][C:8]2[CH:11]=[C:12]([NH2:17])[C:13]([O:15][CH3:16])=[CH:14][C:7]=2[CH2:6][CH2:5]1.Cl[C:21]1[N:26]=[C:25]([NH:27][C@@H:28]2[C@@H:33]3[CH2:34][C@@H:30]([CH:31]=[CH:32]3)[C@@H:29]2[C:35]([NH2:37])=[O:36])[C:24]([Cl:38])=[CH:23][N:22]=1>>[Cl:38][C:24]1[C:25]([NH:27][C@@H:28]2[C@@H:33]3[CH2:34][C@@H:30]([CH:31]=[CH:32]3)[C@@H:29]2[C:35]([NH2:37])=[O:36])=[N:26][C:21]([NH:17][C:12]2[C:13]([O:15][CH3:16])=[CH:14][C:7]3[CH2:6][CH2:5][N:4]([CH2:3][C:2]([F:1])([F:19])[CH3:18])[CH2:10][CH2:9][C:8]=3[CH:11]=2)=[N:22][CH:23]=1. Procedure: The title compound was prepared from 3-(2,2-Difluoro-propyl)-8-methoxy-2,3,4,5-tetrahydro-1H-benzo[d]azepin-7-ylamine and (1S,2S,3R,4R)-3-(2,5-Dichloro-pyrimidin-4-ylamino)-bicyclo[2.2.1]hept-5-ene-2-carboxylic acid amide in an analogous manner to Example 61e. Product isolated as an off-white solid (0.060 g, 67%). MP: 120-134° C. 1H NMR (400 MHz, CDCl3, δ, ppm): 8.18 (s, 1H), 7.89 (s, 1H), 7.39 (s, 1H), 6.63 (s, 1H), 6.56-6.50 (m, 1H), 6.34-6.29 (m, 2H), 5.53 (br s, 1H), 5.26 (br s, 1H), 4.48-4.... The reactants are CSc1[nH]c2ccccc2c1C(=O)Nc1ccccc1, CN(C)CCCCl, CCO, Cl, [K+], [K+], O=C([O-])[O-]. Yields the product CSc1c(C(=O)Nc2ccccc2)c2ccccc2n1CCCN(C)C. RXN SMILES: [CH3:1][S:2][c:3]1[nH:4][c:5]2[cH:6][cH:7][cH:8][cH:9][c:10]2[c:11]1[C:12](=[O:13])[NH:14][c:15]1[cH:16][cH:17][cH:18][cH:19][cH:20]1.[CH3:22][N:23]([CH2:24][CH2:25][CH2:26][Cl:27])[CH3:28].[CH3:35][CH2:36][OH:37].[ClH:21].[K+:29].[K+:30].[O-:31][C:32]([O-:33])=[O:34]>>[CH3:1][S:2][c:3]1[n:4]([CH2:26][CH2:25][CH2:24][N:23]([CH3:22])[CH3:28])[c:5]2[cH:6][cH:7][cH:8][cH:9][c:10]2[c:11]1[C:12](=[O:13])[NH:14][c:15]1[cH:16][cH:17][cH:18][cH:19][cH:20]1. Starting materials: CC1=NN(C(=C1)C)CC(=O)N1CCN(CC1)C1=C(C=CC=C1)C=1C=NC(=NC1)S(=O)(=O)C (2-(3,5-dimethyl-pyrazol-1-yl)-1-{4-[2-(2-methanesulfonyl-pyrimidin-5-yl)-phenyl]-piperazin-1-yl}-ethanone), CN (methylamine), CCN(C(C)C)C(C)C (Hunig's base). Solvent: C(C)(C)O (isopropanol). Run at time 15 minute. Product: CC1=NN(C(=C1)C)CC(=O)N1CCN(CC1)C1=C(C=CC=C1)C=1C=NC(=NC1)NC (2-(3,5-dimethyl-pyrazol-1-yl)-1-{4-[2-(2-methylamino-pyrimidin-5-yl)-phenyl]-piperazin-1-yl}-ethanone). The yield is 42.0%. Reaction SMILES: [CH3:1][C:2]1[CH:6]=[C:5]([CH3:7])[N:4]([CH2:8][C:9]([N:11]2[CH2:16][CH2:15][N:14]([C:17]3[CH:22]=[CH:21][CH:20]=[CH:19][C:18]=3[C:23]3[CH:24]=[N:25][C:26](S(C)(=O)=O)=[N:27][CH:28]=3)[CH2:13][CH2:12]2)=[O:10])[N:3]=1.CN.C[CH2:36][N:37](C(C)C)C(C)C>C(O)(C)C>[CH3:1][C:2]1[CH:6]=[C:5]([CH3:7])[N:4]([CH2:8][C:9]([N:11]2[CH2:16][CH2:15][N:14]([C:17]3[CH:22]=[CH:21][CH:20]=[CH:19][C:18]=3[C:23]3[CH:24]=[N:25][C:26]([NH:37][CH3:36])=[N:27][CH:28]=3)[CH2:13][CH2:12]2)=[O:10])[N:3]=1. Procedure: The above sulfone (40 mg, 0.088 mmol) is added to a 0.5-2 mL Biotage microwave tube followed by methylamine (2M in THF, 0.22 mL, 0.44 mmol), Hunig's base (0.045 mL, 0.264 mmol) and isopropanol (1 mL). The reaction is carried out in a microwave oven at 175° C. for 15 min. After cooling, the mixture is filtered and purified via prep-HPLC. Removal of the solvent gives the title compound as colorless foam (15 mg). The reactants are CCOC(=O)c1cc2cc(F)ccc2[nH]1, CN(C)C=O, CCOC(C)=O, O=C1CCC(=O)N1Cl. The product is CCOC(=O)c1[nH]c2ccc(F)cc2c1Cl. RXN SMILES: [CH2:1]([CH3:2])[O:3][C:4](=[O:5])[c:6]1[nH:7][c:8]2[cH:9][cH:10][c:11]([F:15])[cH:12][c:13]2[cH:14]1.[CH3:24][N:25]([CH3:26])[CH:27]=[O:28].[CH3:29][CH2:30][O:31][C:32](=[O:33])[CH3:34].[Cl:16][N:17]1[C:18](=[O:19])[CH2:20][CH2:21][C:22]1=[O:23]>>[CH2:1]([CH3:2])[O:3][C:4](=[O:5])[c:6]1[nH:7][c:8]2[cH:9][cH:10][c:11]([F:15])[cH:12][c:13]2[c:14]1[Cl:16]. The reactants are COc1cccc(-c2cn3ccc(N)nc3n2)c1, Cn1ncc(C(=O)N2CC(F)C2)c1C(=O)O. Product: COc1cccc(-c2cn3ccc(NC(=O)c4c(C(=O)N5CC(F)C5)cnn4C)nc3n2)c1. RXN SMILES: [CH3:17][O:18][c:19]1[cH:20][c:21](-[c:25]2[n:26][c:27]3[n:28]([cH:29][cH:30][c:31]([NH2:33])[n:32]3)[cH:34]2)[cH:22][cH:23][cH:24]1.[F:1][CH:2]1[CH2:3][N:4]([C:6](=[O:7])[c:8]2[cH:9][n:10][n:11]([CH3:16])[c:12]2[C:13](=[O:14])[OH:15])[CH2:5]1>>[F:1][CH:2]1[CH2:3][N:4]([C:6](=[O:7])[c:8]2[cH:9][n:10][n:11]([CH3:16])[c:12]2[C:13](=[O:15])[NH:33][c:31]2[cH:30][cH:29][n:28]3[c:27]([n:26][c:25](-[c:21]4[cH:20][c:19]([O:18][CH3:17])[cH:24][cH:23][cH:22]4)[cH:34]3)[n:32]2)[CH2:5]1. The reactants are CC(C)(C)OC(=O)N1CCC(=O)CC1, C1CCNCC1, CC(C)O, O=C1Cc2ccc(Cl)cc2N1, O. The product is CC(C)(C)OC(=O)N1CCC(=C2C(=O)Nc3cc(Cl)ccc32)CC1. Reaction SMILES: [C:12](=[O:13])([O:14][C:15]([CH3:16])([CH3:17])[CH3:18])[N:19]1[CH2:20][CH2:21][C:22](=[O:25])[CH2:23][CH2:24]1.[CH2:26]1[CH2:27][CH2:28][NH:29][CH2:30][CH2:31]1.[CH3:33][CH:34]([OH:35])[CH3:36].[Cl:1][c:2]1[cH:3][cH:4][c:5]2[c:9]([cH:10]1)[NH:8][C:7](=[O:11])[CH2:6]2.[OH2:32]>>[Cl:1][c:2]1[cH:3][cH:4][c:5]2[c:9]([cH:10]1)[NH:8][C:7](=[O:11])[C:6]2=[C:22]1[CH2:21][CH2:20][N:19]([C:12](=[O:13])[O:14][C:15]([CH3:16])([CH3:17])[CH3:18])[CH2:24][CH2:23]1. Starting materials: C(=O)(OC(C)(C)C)N[C@@H](CO)C(=O)O (Boc serine), C1=CC=C(C=C1)P(C2=CC=CC=C2)C3=CC=CC=C3 (Ph3P), CCOC(=O)/N=N/C(=O)OCC (DEAD), C(=O)(C(F)(F)F)O (TFA), CC=1C=CC(=CC1)S(=O)(=O)O (TsOH). The product is C1(=CC=C(C=C1)S(=O)(=O)O)C.N[C@@H]1C(OC1)=O ((S)-3-Amino-2-oxetanone p-toluenesulfonate). As a reaction SMILES: C([NH:8][C@H:9]([C:12]([OH:14])=[O:13])[CH2:10]O)(OC(C)(C)C)=O.C1C=CC(P(C2C=CC=CC=2)C2C=CC=CC=2)=CC=1.CCOC(/N=N/C(OCC)=O)=O.C(O)(C(F)(F)F)=O.[CH3:53][C:54]1[CH:55]=[CH:56][C:57]([S:60]([OH:63])(=[O:62])=[O:61])=[CH:58][CH:59]=1>>[C:54]1([CH3:53])[CH:55]=[CH:56][C:57]([S:60]([OH:63])(=[O:61])=[O:62])=[CH:58][CH:59]=1.[NH2:8][C@H:9]1[CH2:10][O:14][C:12]1=[O:13] |f:5.6|. Procedure details: Boc serine is treated with Ph3P, DEAD, and TFA , followed by TsOH to give the title compound.